This data is from the Open Reaction Database (ORD), a public repository of structured organic reaction records. The task is: describe an organic reaction: reactants, conditions, products, and yield Reactants: C(C)[SiH](CC)CC (triethylsilane), ClC1=CC2=C(C=N1)C(=NN2C(C2=CC=CC=C2)(C2=CC=CC=C2)C2=CC=CC=C2)OC (6-chloro-3-methoxy-1-trityl-1H-pyrazolo[4,3-c]pyridine), C(=O)(O)[O-].[Na+] (NaHCO3). The solvent is C(=O)(C(F)(F)F)O (TFA). Run at time 1 hour. Product: ClC1=CC2=C(C=N1)C(=NN2)OC (6-chloro-3-methoxy-1H-pyrazolo[4,3-c]pyridine). As a reaction SMILES: [Cl:1][C:2]1[N:7]=[CH:6][C:5]2[C:8]([O:30][CH3:31])=[N:9][N:10](C(C3C=CC=CC=3)(C3C=CC=CC=3)C3C=CC=CC=3)[C:4]=2[CH:3]=1.C([SiH](CC)CC)C.C([O-])(O)=O.[Na+]>C(O)(C(F)(F)F)=O>[Cl:1][C:2]1[N:7]=[CH:6][C:5]2[C:8]([O:30][CH3:31])=[N:9][NH:10][C:4]=2[CH:3]=1 |f:2.3|. Reported procedure: 6-Chloro-3-methoxy-1-trityl-1H-pyrazolo[4,3-c]pyridine (Example 40, Step 1; 630 mg, 1.479 mmol) was dissolved in TFA (4 mL) and triethylsilane (0.354 mL, 2.219 mmol) was added. The reaction mixture was stirred at room temperature for 1 h. Saturated NaHCO3 was added and the products extracted into EtOAc followed by 3:1 chloroform/IPA. The combined organic extracts were dried over Na2SO4, filtered, and concentrated in vacuo. The residue was titrated with ether to afford 6-chloro-3-methoxy-1H-pyraz...